Dataset: the Open Reaction Database (ORD), a public repository of structured organic reaction records. Task: describe an organic reaction: reactants, conditions, products, and yield Solvent: C=1(C(=CC=CC1)C)C (xylene). The reactants are C(C1=CC=CC=C1)OC(=O)N[C@@H](C(SC1=C(C=CC=C1)N)C1=CC=CC=C1)C(=O)O (N-benzyloxycarbonyl-S-(2-aminophenyl)-β-phenylcysteine). Yields the product C(C1=CC=CC=C1)OC(=O)NC1C(SC2=C(NC1=O)C=CC=C2)C2=CC=CC=C2 (3-benzyloxycarbonylamino-2-phenyl-2,3-dihydro-1,5-benzothiazepin-4(5H)-one). The yield is 73.5%. Reported procedure: 2.7 g of the N-benzyloxycarbonyl-S-(2-aminophenyl)-β-phenylcysteine obtained in Example 1 was suspended in 60 ml of xylene and the resulting suspension was heated under reflux for 3 hours. Thereafter, the apparatus was cooled to room temperature. The precipitated crystals were separated by filtration and washed with ethanol to obtain 1.9 g of the desired compound. RXN SMILES: [CH2:1]([O:8][C:9]([NH:11][C@H:12]([C:28]([OH:30])=O)[CH:13]([C:22]1[CH:27]=[CH:26][CH:25]=[CH:24][CH:23]=1)[S:14][C:15]1[CH:20]=[CH:19][CH:18]=[CH:17][C:16]=1[NH2:21])=[O:10])[C:2]1[CH:7]=[CH:6][CH:5]=[CH:4][CH:3]=1>C1(C)C(C)=CC=CC=1>[CH2:1]([O:8][C:9]([NH:11][CH:12]1[C:28](=[O:30])[NH:21][C:16]2[CH:17]=[CH:18][CH:19]=[CH:20][C:15]=2[S:14][CH:13]1[C:22]1[CH:23]=[CH:24][CH:25]=[CH:26][CH:27]=1)=[O:10])[C:2]1[CH:3]=[CH:4][CH:5]=[CH:6][CH:7]=1. The reactants are C1(=CC=CC=C1)S(=O)(=O)N (benzenesulfonamide), S(=O)(Cl)Cl (thionyl chloride), [H-].[Na+] (sodium hydride), C(CCC=CCCCCCCCCCC)NC1=C(C(=O)O)C=CC=C1 (2-(4-pentadecenylamino)benzoic acid). The solvent is C(OC)COC (dimethoxyethane), CC(=O)N(C)C (dimethylacetamide), CC(=O)N(C)C (dimethylacetamide), C(Cl)Cl (methylene chloride). Run at time 30 minute. The product is C(CCC=CCCCCCCCCCC)NC1=C(C(=O)NS(=O)(=O)C2=CC=CC=C2)C=CC=C1 (2-(4-pentadecenylamino)-N-(phenylsulfonyl)benzamide). Reaction SMILES: [C:1]1([S:7]([NH2:10])(=[O:9])=[O:8])[CH:6]=[CH:5][CH:4]=[CH:3][CH:2]=1.[H-].[Na+].[CH2:13]([NH:28][C:29]1[CH:37]=[CH:36][CH:35]=[CH:34][C:30]=1[C:31](O)=[O:32])[CH2:14][CH2:15][CH:16]=[CH:17][CH2:18][CH2:19][CH2:20][CH2:21][CH2:22][CH2:23][CH2:24][CH2:25][CH2:26][CH3:27].S(Cl)(Cl)=O>C(COC)OC.C(Cl)Cl.CC(N(C)C)=O>[CH2:13]([NH:28][C:29]1[CH:37]=[CH:36][CH:35]=[CH:34][C:30]=1[C:31]([NH:10][S:7]([C:1]1[CH:6]=[CH:5][CH:4]=[CH:3][CH:2]=1)(=[O:9])=[O:8])=[O:32])[CH2:14][CH2:15][CH:16]=[CH:17][CH2:18][CH2:19][CH2:20][CH2:21][CH2:22][CH2:23][CH2:24][CH2:25][CH2:26][CH3:27] |f:1.2|. Reported procedure: A solution of 31.4 g. of benzenesulfonamide in 250 ml. of dry dimethylacetamide is added dropwise, with stirring and cooling, to a suspension of 5.5 g. of sodium hydride in 100 ml. of dry dimethylacetamide over 30 minutes at room temperature. Stirring is continued for a further 30 minutes. In the meantime, a mixture of 36.2 g. of 2-(4-pentadecenylamino)benzoic acid in 1200 ml. of methylene chloride, 300 ml. of dimethoxyethane, and 40 ml. of thionyl chloride is refluxed for 1 hour and 15 minutes.... Starting materials: O=C1SC(C(N1)=O)CC=1C=CC2=C(N=C(O2)CC2=CC=C(C=C2)N)C1 (5-[(2,4-dioxothiazolidin-5-yl)methyl]-2-(4-aminobenzyl)benzoxazole), C(C)(=O)OC(C)=O (acetic anhydride), Cl (Hydrochloric acid). Solvent: N1=CC=CC=C1 (pyridine). Run at time 8 hour. The product is O=C1SC(C(N1)=O)CC=1C=CC2=C(N=C(O2)CC2=CC=C(C=C2)NC(C)=O)C1 (5-[(2,4-dioxothiazolidin-5-yl)methyl]-2-(4-acetamidobenzyl)benzoxazole). Reaction SMILES: [O:1]=[C:2]1[NH:6][C:5](=[O:7])[CH:4]([CH2:8][C:9]2[CH:10]=[CH:11][C:12]3[O:16][C:15]([CH2:17][C:18]4[CH:23]=[CH:22][C:21]([NH2:24])=[CH:20][CH:19]=4)=[N:14][C:13]=3[CH:25]=2)[S:3]1.[C:26](OC(=O)C)(=[O:28])[CH3:27].Cl>N1C=CC=CC=1>[O:1]=[C:2]1[NH:6][C:5](=[O:7])[CH:4]([CH2:8][C:9]2[CH:10]=[CH:11][C:12]3[O:16][C:15]([CH2:17][C:18]4[CH:23]=[CH:22][C:21]([NH:24][C:26](=[O:28])[CH3:27])=[CH:20][CH:19]=4)=[N:14][C:13]=3[CH:25]=2)[S:3]1. Procedure: A mixture of 0.99 g of 5-[(2,4-dioxothiazolidin-5-yl)methyl]-2-(4-aminobenzyl)benzoxazole, 2 ml of acetic anhydride and 10 ml of pyridine is stirred at room temperature overnight. 10% Hydrochloric acid is added thereto, and the solution is extracted with ethyl acetate. The extract is washed with water, dried and evaporated to remove the solvent. The residue is recrystallized from ethyl acetate, whereby 0.56 g of 5-[(2,4-dioxothiazolidin-5-yl)methyl]-2-(4-acetamidobenzyl)benzoxazole is obtained. Run in C(Cl)(Cl)Cl (CHCl3). The reactants are C(C=C)OC1=C(C=C(C(=O)O)C=C1C)C (4-allyloxy-3,5-dimethyl-benzoic acid), S(=O)(Cl)Cl (thionylchloride). Reported procedure: To a solution of 4-allyloxy-3,5-dimethyl-benzoic acid (5.26 g, 25.5 mmol) in CHCl3 (75 mL), thionylchloride (7.5 mL, 103 mmol) is added at rt. The mixture is refluxed for 2 h before the solvent is evaporated to give crude 4-allyloxy-3,5-dimethyl-benzoic acid chloride as a brownish oil. To a solution of the acid chloride in DCM (50 mL), hydrazine (75 mL of a 1 M solution in THF) in DCM (250 mL) is added at 0° C. The mixture is stirred at rt for 15 h before it is diluted with diethyl ether and ext... Reaction SMILES: [CH2:1]([O:4][C:5]1[C:13]([CH3:14])=[CH:12][C:8]([C:9](O)=[O:10])=[CH:7][C:6]=1[CH3:15])[CH:2]=[CH2:3].S(Cl)([Cl:18])=O>C(Cl)(Cl)Cl>[CH2:1]([O:4][C:5]1[C:13]([CH3:14])=[CH:12][C:8]([C:9]([Cl:18])=[O:10])=[CH:7][C:6]=1[CH3:15])[CH:2]=[CH2:3]. Yields the product C(C=C)OC1=C(C=C(C(=O)Cl)C=C1C)C (4-allyloxy-3,5-dimethyl-benzoic acid chloride). The reactants are ClC=1N=C(C2=C(N1)CN(C2)CC2CC2)N2[C@H](COCC2)C ((S)-4-(2-chloro-6-(cyclopropylmethyl)-6,7-dihydro-5H-pyrrolo[3,4-d]pyrimidin-4-yl)-3-methylmorpholine), C(CC)NC(=O)NC1=CC=C(C=C1)B1OC(C(O1)(C)C)(C)C (1-propyl-3-(4-(4,4,5,5-tetramethyl-1,3,2-dioxaborolan-2-yl)phenyl)urea). Product: C1(CC1)CN1CC=2N=C(N=C(C2C1)N1[C@H](COCC1)C)C1=CC=C(C=C1)NC(=O)NCCC ((S)-1-(4-(6-(cyclopropylmethyl)-4-(3-methylmorpholino)-6,7-dihydro-5H-pyrrolo[3,4-d]pyrimidin-2-yl)phenyl)-3-propylurea). As a reaction SMILES: Cl[C:2]1[N:3]=[C:4]([N:15]2[CH2:20][CH2:19][O:18][CH2:17][C@@H:16]2[CH3:21])[C:5]2[CH2:10][N:9]([CH2:11][CH:12]3[CH2:14][CH2:13]3)[CH2:8][C:6]=2[N:7]=1.[CH2:22]([NH:25][C:26]([NH:28][C:29]1[CH:34]=[CH:33][C:32](B2OC(C)(C)C(C)(C)O2)=[CH:31][CH:30]=1)=[O:27])[CH2:23][CH3:24]>>[CH:12]1([CH2:11][N:9]2[CH2:10][C:5]3[C:4]([N:15]4[CH2:20][CH2:19][O:18][CH2:17][C@@H:16]4[CH3:21])=[N:3][C:2]([C:32]4[CH:31]=[CH:30][C:29]([NH:28][C:26]([NH:25][CH2:22][CH2:23][CH3:24])=[O:27])=[CH:34][CH:33]=4)=[N:7][C:6]=3[CH2:8]2)[CH2:14][CH2:13]1. Procedure: Method as described for example 47 using intermediate 8 and 1-propyl-3-(4-(4,4,5,5-tetramethyl-1,3,2-dioxaborolan-2-yl)phenyl)urea as starting materials. Purified by prep. LCMS (low pH). Reactants: COC1=CC=C(C=C1)C=1OC(=C(N1)C)C (2-(4-methoxyphenyl)-4,5-dimethyloxazole). Run in Br (hydrogen bromide). Product: CC=1N=C(OC1C)C1=CC=C(C=C1)O (4-(4,5-dimethyl-2-oxazolyl)phenol). Isolated yield 81.6%. RXN SMILES: C[O:2][C:3]1[CH:8]=[CH:7][C:6]([C:9]2[O:10][C:11]([CH3:15])=[C:12]([CH3:14])[N:13]=2)=[CH:5][CH:4]=1>Br>[CH3:14][C:12]1[N:13]=[C:9]([C:6]2[CH:7]=[CH:8][C:3]([OH:2])=[CH:4][CH:5]=2)[O:10][C:11]=1[CH3:15]. Procedure details: A mixture of 32.0 g of 2-(4-methoxyphenyl)-4,5-dimethyloxazole and 250 ml of 48% hydrogen bromide solution was stirred and heated at reflux for 2.5 hours. The reaction mixture was concentrated in vacuo, the residue dissolved in 2N sodium hydroxide and the solution acidified with acetic acid. The solid product was collected and recrystallized from methanol to give 24.3 g of 4-(4,5-dimethyl-2-oxazolyl)phenol, m.p. 202°-203° C. Starting materials: COc1ccc(C#N)cc1C(=O)N=c1sc(C(C)(C)C)cn1CC1(OC(C)=O)CCC1, COc1ccc(P2(=S)SP(=S)(c3ccc(OC)cc3)S2)cc1, Cc1ccccc1. Yields the product COc1ccc(C#N)cc1C(=S)N=c1sc(C(C)(C)C)cn1CC1(OC(C)=O)CCC1. Reaction SMILES: [C:1]([CH3:2])(=[O:3])[O:4][C:5]1([CH2:9][n:10]2[c:11](=[N:19][C:20]([c:21]3[c:22]([O:29][CH3:30])[cH:23][cH:24][c:25]([C:27]#[N:28])[cH:26]3)=[O:31])[s:12][c:13]([C:15]([CH3:16])([CH3:17])[CH3:18])[cH:14]2)[CH2:6][CH2:7][CH2:8]1.[CH3:32][O:33][c:34]1[cH:35][cH:36][c:37]([P:38]2(=[S:39])[S:40][P:42](=[S:43])([c:44]3[cH:45][cH:46][c:47]([O:48][CH3:49])[cH:50][cH:51]3)[S:41]2)[cH:52][cH:53]1.[CH3:54][c:55]1[cH:56][cH:57][cH:58][cH:59][cH:60]1>>[C:1]([CH3:2])(=[O:3])[O:4][C:5]1([CH2:9][n:10]2[c:11](=[N:19][C:20]([c:21]3[c:22]([O:29][CH3:30])[cH:23][cH:24][c:25]([C:27]#[N:28])[cH:26]3)=[S:41])[s:12][c:13]([C:15]([CH3:16])([CH3:17])[CH3:18])[cH:14]2)[CH2:6][CH2:7][CH2:8]1. Reported procedure: A mixture of 7-aminospiro[benzo[b]furan-2(3H),1'-cyclopropane]-3-one (1.75 g.) and ethylbromide (5.45 g.) and sodium hydrogen carbonate (1.68 g.) in N,N-dimethylformamide (50 ml.) was heated at 100° C. for 4 hours. The reaction mixture was diluted with water and extracted with ethyl acetate. The extract was washed with water and dried, then the solvent was evaporated off. The residue was subjected to column-chromatography on silica-gel. The first fraction eluted with hexane-ethyl acetate (97:3) ... Reaction SMILES: NC1[C:7]2[O:8][C:9]3([C:12](=[O:13])[C:6]=2[CH:5]=[CH:4][CH:3]=1)[CH2:11][CH2:10]3.[CH2:14](Br)[CH3:15].[C:17](=O)([O-])O.[Na+].[CH3:22][N:23]([CH3:26])C=O>O>[CH2:26]([N:23]([CH2:14][CH3:15])[C:22]1[C:7]2[O:8][C:9]3([C:12](=[O:13])[C:6]=2[CH:5]=[CH:4][CH:3]=1)[CH2:11][CH2:10]3)[CH3:17] |f:2.3|. Product: C(C)N(C1=CC=CC2=C1OC1(CC1)C2=O)CC (7-diethylaminospiro[benzo[b]furan-2(3H),1'-cyclopropane]-3-one). Reactants: NC1=CC=CC2=C1OC1(CC1)C2=O (7-aminospiro[benzo[b]furan-2(3H),1'-cyclopropane]-3-one), C(C)Br (ethylbromide), C(O)([O-])=O.[Na+] (sodium hydrogen carbonate), CN(C=O)C (N,N-dimethylformamide). Run at temperature 100 celsius. Solvent: O (water). Product: BrC1=C(CC(C(=O)O)CC(C)C)C=CC=C1 (2-(2-bromobenzyl)-4-methylpentanoic acid). Reaction conditions: time 20 minute. Procedure details: To N,N-diisopropylamine (2.6 mL, 18.4 mmol) in dry THF (40 mL) under dry nitrogen and at 0° C. was added n-BuLi (2.5 M, 7.35 mL, 18.3 mmol) dropwise and the reaction was stirred at rt for 20 min. The reaction mixture was again cooled to 0° C. and 3-(2-bromophenyl)-propionic acid (1.9 g, 8.29 mmol, dissolved in dry THF, 40 mL) was added dropwise via cannula and then warmed to rt and stirred for 15 min. The reaction mixture was again cooled to 0° C. and 1-iodo-2-methyl propane (1.5 mL, 13.26 mmol)... Reactants: ICC(C)C (1-iodo-2-methyl propane), Cl (HCl), C(C)(C)NC(C)C (N,N-diisopropylamine), [Li]CCCC (n-BuLi), BrC1=C(C=CC=C1)CCC(=O)O (3-(2-bromophenyl)-propionic acid). Reaction SMILES: C(NC(C)C)(C)C.[Li]CCCC.[Br:13][C:14]1[CH:19]=[CH:18][CH:17]=[CH:16][C:15]=1[CH2:20][CH2:21][C:22]([OH:24])=[O:23].I[CH2:26][CH:27]([CH3:29])[CH3:28].Cl>C1COCC1.[Cl-].[Na+].O>[Br:13][C:14]1[CH:19]=[CH:18][CH:17]=[CH:16][C:15]=1[CH2:20][CH:21]([CH2:26][CH:27]([CH3:29])[CH3:28])[C:22]([OH:24])=[O:23] |f:6.7.8|. Run in [Cl-].[Na+].O (brine), C1CCOC1 (THF). Procedure: 1-Chloro-2-(N-phenylcarbamoyloxy)-2-propoxyiminoethane (13.5 grams; 0.05 mole), methyl ethyl ketone (60 ml), potassium ethyl-N-isopropylphosphonamidate (9.4 grams; 0.05 mole) and a few crystals of potassium iodide are charged into a glass reaction flask equipped with a mechanical stirrer, thermometer and reflux condenser. The reaction mixture is then heated at reflux for a period of about 6 hours. After this time the reaction mixture is cooled to room temperature and is filtered to remove inorga... RXN SMILES: Cl[CH2:2][C:3]([O:9][C:10](=[O:18])[NH:11][C:12]1[CH:17]=[CH:16][CH:15]=[CH:14][CH:13]=1)=[N:4][O:5][CH2:6][CH2:7][CH3:8].C([O:21][PH:22]([NH:24][CH:25]([CH3:27])[CH3:26])=[O:23])C.[K].[I-].[K+].[CH2:31](C(C)=O)[CH3:32]>>[CH2:31]([P:22]([NH:24][CH:25]([CH3:26])[CH3:27])(=[O:23])[O:21][CH2:2][C:3]([O:9][C:10](=[O:18])[NH:11][C:12]1[CH:17]=[CH:16][CH:15]=[CH:14][CH:13]=1)=[N:4][O:5][CH2:6][CH2:7][CH3:8])[CH3:32] |f:1.2,3.4,^1:27|. Starting materials: ClCC(=NOCCC)OC(NC1=CC=CC=C1)=O (1-Chloro-2-(N-phenylcarbamoyloxy)-2-propoxyiminoethane), C(C)OP(=O)NC(C)C.[K] (potassium ethyl-N-isopropylphosphonamidate), [I-].[K+] (potassium iodide), C(C)C(=O)C (methyl ethyl ketone). The product is C(C)P(OCC(=NOCCC)OC(NC1=CC=CC=C1)=O)(=O)NC(C)C (O-[2-(N-phenylcarbamoyloxy)-2-propoxyiminoethyl] ethyl-N-isopropylphosphonamidate).